From a dataset of the Open Reaction Database (ORD), a public repository of structured organic reaction records. describe an organic reaction: reactants, conditions, products, and yield The reactants are N(=[N+]=[N-])C1=C(C=NC=C1Cl)\C=N\C1=C(C=C(C#N)C=C1Cl)Cl (4-{[1-(4-azido-5-chloropyridin-3-yl)meth-(E)-ylidene]amino}-3,5-dichlorobenzonitrile), N(=[N+]=[N-])C1=C(C=NC=C1Br)C=O (4-azido-5-bromopyridine-3-carbaldehyde), ClC1=C(N)C(=CC=C1)Cl (2,6-dichloroaniline). The product is N(=[N+]=[N-])C1=C(C=NC=C1Br)\C=N\C1=C(C=CC=C1Cl)Cl ([1-(4-Azido-5-bromopyridin-3-yl)-meth-(E)-ylidene]-(2,6-dichlorophen yl)-amine). Reaction SMILES: [N:1]([C:4]1[C:9](Cl)=[CH:8][N:7]=[CH:6][C:5]=1/[CH:11]=[N:12]/[C:13]1[C:20]([Cl:21])=[CH:19][C:16](C#N)=[CH:15][C:14]=1[Cl:22])=[N+:2]=[N-:3].N(C1C([Br:32])=CN=CC=1C=O)=[N+]=[N-].ClC1C=CC=C(Cl)C=1N>>[N:1]([C:4]1[C:9]([Br:32])=[CH:8][N:7]=[CH:6][C:5]=1/[CH:11]=[N:12]/[C:13]1[C:20]([Cl:21])=[CH:19][CH:16]=[CH:15][C:14]=1[Cl:22])=[N+:2]=[N-:3]. Procedure: Following the procedure described for 4-{[1-(4-azido-5-chloropyridin-3-yl)meth-(E)-ylidene]amino}-3,5-dichlorobenzonitrile, 4-azido-5-bromopyridine-3-carbaldehyde and 2,6-dichloroaniline were reacted to afford the title compound as a beige solid that was used without purification. Starting materials: O=CO, O=C(NCCCl)N(CC1CCCO1)C1OC(CO)C(O)C(O)C1O, O=N[O-], [Na+]. Product: O=NN(CCCl)C(=O)N(CC1CCCO1)C1OC(CO)C(O)C(O)C1O. As a reaction SMILES: [CH:29]([OH:30])=[O:31].[Cl:1][CH2:2][CH2:3][NH:4][C:5](=[O:6])[N:7]([CH:8]1[CH:9]([OH:10])[CH:11]([OH:12])[CH:13]([OH:14])[CH:15]([CH2:17][OH:18])[O:16]1)[CH2:19][CH:20]1[CH2:21][CH2:22][CH2:23][O:24]1.[N:25](=[O:26])[O-:27].[Na+:28]>>[Cl:1][CH2:2][CH2:3][N:4]([C:5](=[O:6])[N:7]([CH:8]1[CH:9]([OH:10])[CH:11]([OH:12])[CH:13]([OH:14])[CH:15]([CH2:17][OH:18])[O:16]1)[CH2:19][CH:20]1[CH2:21][CH2:22][CH2:23][O:24]1)[N:25]=[O:26]. Starting materials: FC1=C(C=C(C2=C1N=C(S2)CCC=2C=C(C(=O)OCC)C=CC2)F)F (ethyl 3-[2-(4,5,7-trifluorobenzothiazol-2-yl)ethyl]benzoate), [OH-].[Na+] (sodium hydroxide). Solvent: O (water), O (water), O1CCOCC1 (dioxane). Conditions: time 7 hour. Yields the product FC1=C(C=C(C2=C1N=C(S2)CCC=2C=C(C(=O)O)C=CC2)F)F (3-[2-(4,5,7-trifluorobenzothiazol-2-yl)ethyl]benzoic acid). Isolated yield 67.5%. As a reaction SMILES: [F:1][C:2]1[C:7]2[N:8]=[C:9]([CH2:11][CH2:12][C:13]3[CH:14]=[C:15]([CH:21]=[CH:22][CH:23]=3)[C:16]([O:18]CC)=[O:17])[S:10][C:6]=2[C:5]([F:24])=[CH:4][C:3]=1[F:25].[OH-].[Na+]>O.O1CCOCC1>[F:1][C:2]1[C:7]2[N:8]=[C:9]([CH2:11][CH2:12][C:13]3[CH:14]=[C:15]([CH:21]=[CH:22][CH:23]=3)[C:16]([OH:18])=[O:17])[S:10][C:6]=2[C:5]([F:24])=[CH:4][C:3]=1[F:25] |f:1.2|. Reported procedure: To a solution of ethyl 3-[2-(4,5,7-trifluorobenzothiazol-2-yl)ethyl]benzoate (133 mg, 0.36 mmol) in a mixture of water (5 ml) and dioxane (5 ml) was added dropwise aqueous 2N sodium hydroxide (2 ml) and the mixture was stirred for 7 hours at ambient temperature. The reaction mixture was diluted with water and then washed with ether. The aqueous layer was acidified with 10% hydrochloric acid and extracted with ethyl acetate. After drying, evaporation of the solvent left crude crystals, which were... The reactants are C1NCC2=CC=CC=C12 (isoindoline), C(C)OC(CC=1C=C2C(C(N(C2=CC1)C(=O)OC(C)(C)C)=O)=O)=O (tert-butyl 5-(2-ethoxy-2-oxoethyl)-2,3-dioxoindoline-1-carboxylate). Solvent: O1CCCC1 (tetrahydrofuran). Conditions: temperature 23 celsius, time 1 hour. The product is C(C)(C)(C)OC(=O)NC1=C(C=C(C=C1)CC(=O)OCC)C(C(=O)N1CC2=CC=CC=C2C1)=O (ethyl 2-[4-(tert-butoxycarbonylamino)-3-(2-isoindolin-2-yl-2-oxoacetyl)phenyl]acetate). Isolated yield 61.2%. As a reaction SMILES: [CH2:1]1[C:9]2[C:4](=[CH:5][CH:6]=[CH:7][CH:8]=2)[CH2:3][NH:2]1.[CH2:10]([O:12][C:13](=[O:33])[CH2:14][C:15]1[CH:16]=[C:17]2[C:21](=[CH:22][CH:23]=1)[N:20]([C:24]([O:26][C:27]([CH3:30])([CH3:29])[CH3:28])=[O:25])[C:19](=[O:31])[C:18]2=[O:32])[CH3:11]>O1CCCC1>[C:27]([O:26][C:24]([NH:20][C:21]1[CH:22]=[CH:23][C:15]([CH2:14][C:13]([O:12][CH2:10][CH3:11])=[O:33])=[CH:16][C:17]=1[C:18](=[O:32])[C:19]([N:2]1[CH2:3][C:4]2[C:9](=[CH:8][CH:7]=[CH:6][CH:5]=2)[CH2:1]1)=[O:31])=[O:25])([CH3:29])([CH3:28])[CH3:30]. Procedure: 2.2 g of isoindoline are added to 5.9 g of tert-butyl 5-(2-ethoxy-2-oxoethyl)-2,3-dioxoindoline-1-carboxylate in 100 ml of tetrahydrofuran, and the mixture is subsequently stirred at 23° C. for 1 h. The solvent is removed in vacuo, and the residue is purified by column chromatography, giving 4.9 g of ethyl 2-[4-(tert-butoxycarbonylamino)-3-(2-isoindolin-2-yl-2-oxoacetyl)phenyl]acetate; Reactants: [Li]CCCC, C1CO1, CN1N=C(Cl)C=C(N2CCOCC2)N1, C1CCOC1. Yields the product OCCCN1N=C(Cl)C=C(N2CCOCC2)N1. Reaction SMILES: [CH2:15]([Li:16])[CH2:17][CH2:18][CH3:19].[CH2:20]1[CH2:21][O:22]1.[CH3:1][N:2]1[NH:3][C:4]([N:9]2[CH2:10][CH2:11][O:12][CH2:13][CH2:14]2)=[CH:5][C:6]([Cl:8])=[N:7]1.[O:23]1[CH2:24][CH2:25][CH2:26][CH2:27]1>>[CH2:1]([N:2]1[NH:3][C:4]([N:9]2[CH2:10][CH2:11][O:12][CH2:13][CH2:14]2)=[CH:5][C:6]([Cl:8])=[N:7]1)[CH2:20][CH2:21][OH:22]. Starting materials: O=Cc1cc([N+](=O)[O-])c(Br)cc1F, O=C([O-])[O-], COC(C)(C)C, CC1CNCC(C)O1, CC#N, [K+], [K+]. Product: CC1CN(c2cc(Br)c([N+](=O)[O-])cc2C=O)CC(C)O1. As a reaction SMILES: [Br:9][c:10]1[cH:11][c:12]([F:21])[c:13]([CH:14]=[O:15])[cH:16][c:17]1[N+:18](=[O:19])[O-:20].[C:22](=[O:23])([O-:24])[O-:25].[C:28]([O:29][CH3:30])([CH3:31])([CH3:32])[CH3:33].[CH3:1][CH:2]1[O:3][CH:4]([CH3:8])[CH2:5][NH:6][CH2:7]1.[CH3:34][C:35]#[N:36].[K+:26].[K+:27]>>[CH3:1][CH:2]1[O:3][CH:4]([CH3:8])[CH2:5][N:6]([c:12]2[cH:11][c:10]([Br:9])[c:17]([N+:18](=[O:19])[O-:20])[cH:16][c:13]2[CH:14]=[O:15])[CH2:7]1. Starting materials: Cc1ccccc1, Cc1ccc(S(=O)(=O)O)cc1, OC1(c2ccccc2)CCCCC1. Product: C1=C(c2ccccc2)CCCC1. RXN SMILES: [CH3:25][c:26]1[cH:27][cH:28][cH:29][cH:30][cH:31]1.[c:14]1([CH3:15])[cH:16][cH:17][c:18]([S:19]([OH:20])(=[O:21])=[O:22])[cH:23][cH:24]1.[c:1]1([C:7]2([OH:13])[CH2:8][CH2:9][CH2:10][CH2:11][CH2:12]2)[cH:2][cH:3][cH:4][cH:5][cH:6]1>>[c:1]1([C:7]2=[CH:8][CH2:9][CH2:10][CH2:11][CH2:12]2)[cH:2][cH:3][cH:4][cH:5][cH:6]1.